This data is from the Open Reaction Database (ORD), a public repository of structured organic reaction records. The task is: describe an organic reaction: reactants, conditions, products, and yield Reactants: COC(N[C@H](C(=O)N1CC2(OCCO2)C[C@H]1C=1NC(=CN1)C1=CC=C(C=C1)C1=CC2=CC=C(C=C2C=C1)C1=CN=C(N1)[C@H]1N(CCC1)C([C@@H](C1=CC=CC=C1)NC(=O)OC)=O)C(C)C)=O ((S)-1-((S)-8-(5-(4-(6-(2-((S)-1-((R)-2-(methoxycarbonylamino)-2-phenylacetyl)pyrrolidin-2-yl)-1H-imidazol-5-yl)naphthalen-2-yl)phenyl)-1H-imidazol-2-yl)-1,4-dioxa-7-azaspiro[4.4]nonan-7-yl)-3-methyl-1-oxobutan-2-ylcarbamic acid methyl ester), Cl.Cl.Cl.Cl.CC([C@@H](C(N1[C@@H](CCC1)C=1NC(=CN1)C1=CC2=CC=C(C=C2C=C1)C1=CC=C(C=C1)C1=CN=C(N1)[C@@H]1SCCN1)=O)NC(OC)=O)C (methyl (S)-3-methyl-1-oxo-1-((S)-2-(5-(6-(4-(2-((S)-thiazolidin-2-yl)-1H-imidazol-5-yl)phenyl)naphthalen-2-yl)-1H-imidazol-2-yl)pyrrolidin-1-yl)butan-2-ylcarbamate 4HCl salt). Product: COC(N[C@@H](C(=O)N1[C@@H](SCC1)C=1NC(=CN1)C1=CC=C(C=C1)C1=CC2=CC=C(C=C2C=C1)C1=CN=C(N1)[C@H]1N(CCC1)C([C@H](C(C)C)NC(=O)OC)=O)C1=CC=CC=C1)=O ((R)-2-((S)-2-(5-(4-(6-(2-((S)-1-((S)-2-(methoxycarbonylamino)-3-methylbutanoyl)pyrrolidin-2-yl)-1H-imidazol-5-yl)naphthalen-2-yl)phenyl)-1H-imidazol-2-yl)thiazolidin-3-yl)-2-oxo-1-phenylethylcarbamic acid methyl ester). As a reaction SMILES: COC(=O)N[C@@H](C(C)C)C(N1[C@H](C2NC(C3C=CC(C4C=CC5C(=CC=C(C6NC([C@@H]7CCCN7[C:48](=[O:61])[C@H:49]([NH:56][C:57]([O:59][CH3:60])=[O:58])[C:50]7[CH:55]=[CH:54][CH:53]=[CH:52][CH:51]=7)=NC=6)C=5)C=4)=CC=3)=CN=2)CC2(OCCO2)C1)=O.Cl.Cl.Cl.Cl.[CH3:70][CH:71]([CH3:116])[C@H:72]([NH:111][C:112](=[O:115])[O:113][CH3:114])[C:73](=[O:110])[N:74]1[CH2:78][CH2:77][CH2:76][C@H:75]1[C:79]1[NH:80][C:81]([C:84]2[CH:93]=[CH:92][C:91]3[C:86](=[CH:87][CH:88]=[C:89]([C:94]4[CH:99]=[CH:98][C:97]([C:100]5[NH:104][C:103]([C@H:105]6[NH:109][CH2:108][CH2:107][S:106]6)=[N:102][CH:101]=5)=[CH:96][CH:95]=4)[CH:90]=3)[CH:85]=2)=[CH:82][N:83]=1>>[CH3:60][O:59][C:57](=[O:58])[NH:56][C@H:49]([C:50]1[CH:55]=[CH:54][CH:53]=[CH:52][CH:51]=1)[C:48]([N:109]1[CH2:108][CH2:107][S:106][C@H:105]1[C:103]1[NH:104][C:100]([C:97]2[CH:96]=[CH:95][C:94]([C:89]3[CH:88]=[CH:87][C:86]4[C:91](=[CH:92][CH:93]=[C:84]([C:81]5[NH:80][C:79]([C@@H:75]6[CH2:76][CH2:77][CH2:78][N:74]6[C:73](=[O:110])[C@@H:72]([NH:111][C:112]([O:113][CH3:114])=[O:115])[CH:71]([CH3:116])[CH3:70])=[N:83][CH:82]=5)[CH:85]=4)[CH:90]=3)=[CH:99][CH:98]=2)=[CH:101][N:102]=1)=[O:61] |f:1.2.3.4.5|. Procedure details: The title compound was prepared according to the method employed to prepare (S)-1-((S)-8-(5-(4-(6-(2-((S)-1-((R)-2-(methoxycarbonylamino)-2-phenylacetyl)pyrrolidin-2-yl)-1H-imidazol-5-yl)naphthalen-2-yl)phenyl)-1H-imidazol-2-yl)-1,4-dioxa-7-azaspiro[4.4]nonan-7-yl)-3-methyl-1-oxobutan-2-ylcarbamic acid methyl ester, except that methyl (S)-3-methyl-1-oxo-1-((S)-2-(5-(6-(4-(2-((S)-thiazolidin-2-yl)-1H-imidazol-5-yl)phenyl)naphthalen-2-yl)-1H-imidazol-2-yl)pyrrolidin-1-yl)butan-2-ylcarbamate 4HCl s...